describe an organic reaction: reactants, conditions, products, and yield From a dataset of the Open Reaction Database (ORD), a public repository of structured organic reaction records. Starting materials: CO, N, CC(C)OP(=O)(COC1COC(O)(n2ccc(=O)[nH]c2=O)C1OC(=O)c1ccccc1)OC(C)C. Product: CC(C)OP(=O)(COC1COC(O)(n2ccc(=O)[nH]c2=O)C1O)OC(C)C. Reaction SMILES: [CH3:37][OH:38].[NH3:36].[n:1]1([C:9]2([OH:10])[CH:11]([O:12][C:13](=[O:14])[c:15]3[cH:16][cH:17][cH:18][cH:19][cH:20]3)[CH:21]([O:22][CH2:23][P:24](=[O:25])([O:26][CH:27]([CH3:28])[CH3:29])[O:30][CH:31]([CH3:32])[CH3:33])[CH2:34][O:35]2)[c:2](=[O:3])[nH:4][c:5](=[O:6])[cH:7][cH:8]1>>[n:1]1([C:9]2([OH:10])[CH:11]([OH:12])[CH:21]([O:22][CH2:23][P:24](=[O:25])([O:26][CH:27]([CH3:28])[CH3:29])[O:30][CH:31]([CH3:32])[CH3:33])[CH2:34][O:35]2)[c:2](=[O:3])[nH:4][c:5](=[O:6])[cH:7][cH:8]1. The reactants are BrBr (bromine), COC1=CC(=CC(=C1)OC)OC (1,3,5-trimethoxybenzene), O (water). Run in ClCCl (dichloromethane). Run at temperature 0 celsius, time 1 hour. Product: BrC1=C(C=C(C=C1OC)OC)OC (2-Bromo-1,3,5-trimethoxy-benzene). The yield is 60.2%. Reaction SMILES: [CH3:1][O:2][C:3]1[CH:8]=[C:7]([O:9][CH3:10])[CH:6]=[C:5]([O:11][CH3:12])[CH:4]=1.[Br:13]Br.O>ClCCl>[Br:13][C:4]1[C:5]([O:11][CH3:12])=[CH:6][C:7]([O:9][CH3:10])=[CH:8][C:3]=1[O:2][CH3:1]. Procedure: KM03 Dissolve 1,3,5-trimethoxybenzene (10.0 g, 59.46 mmol) in anhydrous dichloromethane (100 mL), cool the reaction mixture to −78° C., add dropwise bromine (3.0 mL, 59.44 mmol) stir the mixture for 1 h between −70° C. and −40° C. Warm up the solution to 0° C. and add water. Separate layers and extract the aqu. layer with EtAOc (3 times). Wash combined organic layer with water and brine and dry it with Na2SO4. Remove solvent and purify the crude product by recrystallization from hot EtOAc and cy... The reactants are CCN=C=NCCCN(C)C, CCN(C(C)C)C(C)C, O=C(O)c1cc(F)ccc1Cl, O=C(NCC(=O)N1CCNCC1)c1ccc(-c2ccccc2)cc1, CN(C)C=O, O, On1nnc2ccccc21. Yields the product O=C(NCC(=O)N1CCN(C(=O)c2cc(F)ccc2Cl)CC1)c1ccc(-c2ccccc2)cc1. Reaction SMILES: [CH3:31][CH2:32][N:33]=[C:34]=[N:35][CH2:36][CH2:37][CH2:38][N:39]([CH3:40])[CH3:41].[CH:1]([N:2]([CH2:3][CH3:4])[CH:5]([CH3:6])[CH3:7])([CH3:8])[CH3:9].[Cl:10][c:11]1[c:12]([C:13](=[O:14])[OH:15])[cH:16][c:17]([F:20])[cH:18][cH:19]1.[O:42]=[C:43]([CH2:44][NH:45][C:46](=[O:47])[c:48]1[cH:49][cH:50][c:51](-[c:54]2[cH:55][cH:56][cH:57][cH:58][cH:59]2)[cH:52][cH:53]1)[N:60]1[CH2:61][CH2:62][NH:63][CH2:64][CH2:65]1.[O:66]=[CH:67][N:68]([CH3:69])[CH3:70].[OH2:71].[OH:21][n:22]1[c:23]2[c:24]([cH:25][cH:26][cH:27][cH:28]2)[n:29][n:30]1>>[Cl:10][c:11]1[c:12]([C:13](=[O:15])[N:63]2[CH2:62][CH2:61][N:60]([C:43](=[O:42])[CH2:44][NH:45][C:46](=[O:47])[c:48]3[cH:49][cH:50][c:51](-[c:54]4[cH:55][cH:56][cH:57][cH:58][cH:59]4)[cH:52][cH:53]3)[CH2:65][CH2:64]2)[cH:16][c:17]([F:20])[cH:18][cH:19]1. The reactants are CC(C)=CCCC(C)CCCS(C)(=O)=O, CS(C)=O, [Na], O, Cn1cnc2c1c(=O)[nH]c(=O)n2C. The product is CC(C)=CCCC(C)CCCn1c(=O)c2c(ncn2C)n(C)c1=O. RXN SMILES: [CH3:15][S:16](=[O:17])(=[O:18])[CH2:19][CH2:20][CH2:21][CH:22]([CH2:23][CH2:24][CH:25]=[C:26]([CH3:27])[CH3:28])[CH3:29].[CH3:31][S:32]([CH3:33])=[O:34].[Na:14].[OH2:30].[nH:1]1[c:2](=[O:3])[n:4]([CH3:5])[c:6]2[n:7][cH:8][n:9]([CH3:10])[c:11]2[c:12]1=[O:13]>>[n:1]1([CH2:19][CH2:20][CH2:21][CH:22]([CH2:23][CH2:24][CH:25]=[C:26]([CH3:27])[CH3:28])[CH3:29])[c:2](=[O:3])[n:4]([CH3:5])[c:6]2[n:7][cH:8][n:9]([CH3:10])[c:11]2[c:12]1=[O:13]. Reactants: CN(c1ccccc1-c1ccc2cnc(S(C)=O)nn12)S(C)(=O)=O, COc1ccc(N)cc1N1CCOCC1, COCC(C)O, CCN(C(C)C)C(C)C. Yields the product COc1ccc(Nc2ncc3ccc(-c4ccccc4N(C)S(C)(=O)=O)n3n2)cc1N1CCOCC1. RXN SMILES: [CH3:16][S:17](=[O:18])[c:19]1[n:20][n:21]2[c:22]([cH:23][n:24]1)[cH:25][cH:26][c:27]2-[c:28]1[c:29]([N:34]([S:35](=[O:36])(=[O:37])[CH3:38])[CH3:39])[cH:30][cH:31][cH:32][cH:33]1.[CH3:1][O:2][c:3]1[c:4]([N:10]2[CH2:11][CH2:12][O:13][CH2:14][CH2:15]2)[cH:5][c:6]([NH2:9])[cH:7][cH:8]1.[CH3:49][O:50][CH2:51][CH:52]([OH:53])[CH3:54].[CH:40]([N:41]([CH2:42][CH3:43])[CH:44]([CH3:45])[CH3:46])([CH3:47])[CH3:48]>>[CH3:1][O:2][c:3]1[c:4]([N:10]2[CH2:11][CH2:12][O:13][CH2:14][CH2:15]2)[cH:5][c:6]([NH:9][c:19]2[n:20][n:21]3[c:22]([cH:23][n:24]2)[cH:25][cH:26][c:27]3-[c:28]2[c:29]([N:34]([S:35](=[O:36])(=[O:37])[CH3:38])[CH3:39])[cH:30][cH:31][cH:32][cH:33]2)[cH:7][cH:8]1. Starting materials: CO, Cl, CC(c1ccccc1)N1CC(C(=O)O)CC1=O. Product: COC(=O)C1CC(=O)N(C(C)c2ccccc2)C1. As a reaction SMILES: [CH3:18][OH:19].[ClH:20].[O:1]=[C:2]1[CH2:3][CH:4]([C:15](=[O:16])[OH:17])[CH2:5][N:6]1[CH:7]([CH3:8])[c:9]1[cH:10][cH:11][cH:12][cH:13][cH:14]1>>[O:1]=[C:2]1[CH2:3][CH:4]([C:15](=[O:16])[O:17][CH3:18])[CH2:5][N:6]1[CH:7]([CH3:8])[c:9]1[cH:10][cH:11][cH:12][cH:13][cH:14]1. The reactants are ClCCl, CCCC(O)c1ccc(C(=O)OC)cc1, O, BrP(Br)Br. The product is CCCC(Br)c1ccc(C(=O)OC)cc1. Reaction SMILES: [CH2:21]([Cl:22])[Cl:23].[CH3:1][O:2][C:3]([c:4]1[cH:5][cH:6][c:7]([CH:10]([CH2:11][CH2:12][CH3:13])[OH:14])[cH:8][cH:9]1)=[O:15].[OH2:20].[P:16]([Br:17])([Br:18])[Br:19]>>[CH3:1][O:2][C:3]([c:4]1[cH:5][cH:6][c:7]([CH:10]([CH2:11][CH2:12][CH3:13])[Br:17])[cH:8][cH:9]1)=[O:15].